This data is from the Open Reaction Database (ORD), a public repository of structured organic reaction records. The task is: describe an organic reaction: reactants, conditions, products, and yield The reactants are CCOc1cc(Cc2cnc(N)nc2N)cc(O)c1-c1ccc(OCOC)cc1, CCOc1cc(Cc2cnc(N)nc2N)cc(OC2CCCC2COC)c1-c1ccc(OCOC)cc1. The product is CCOc1cc(Cc2cnc(N)nc2N)cc(OC2CCCC2COC)c1-c1ccc(O)cc1. Reaction SMILES: [CH2:1]([O:2][c:3]1[c:4](-[c:5]2[cH:6][cH:7][c:8]([O:9][CH2:10][O:11][CH3:12])[cH:13][cH:14]2)[c:15]([OH:16])[cH:17][c:18]([CH2:19][c:20]2[c:21]([NH2:22])[n:23][c:24]([NH2:25])[n:26][cH:27]2)[cH:28]1)[CH3:29].[CH2:30]([CH3:31])[O:32][c:33]1[cH:34][c:35]([CH2:58][c:59]2[c:60]([NH2:66])[n:61][c:62]([NH2:65])[n:63][cH:64]2)[cH:36][c:37]([O:49][CH:50]2[CH:51]([CH2:55][O:56][CH3:57])[CH2:52][CH2:53][CH2:54]2)[c:38]1-[c:39]1[cH:40][cH:41][c:42]([O:45][CH2:46][O:47][CH3:48])[cH:43][cH:44]1>>[CH2:30]([CH3:31])[O:32][c:33]1[cH:34][c:35]([CH2:58][c:59]2[c:60]([NH2:66])[n:61][c:62]([NH2:65])[n:63][cH:64]2)[cH:36][c:37]([O:49][CH:50]2[CH:51]([CH2:55][O:56][CH3:57])[CH2:52][CH2:53][CH2:54]2)[c:38]1-[c:39]1[cH:40][cH:41][c:42]([OH:45])[cH:43][cH:44]1. Reactants: ClC1=C(C=CC=C1)CC(=O)O (2-(2-chlorophenyl)acetic acid), CONC (O,N-dimethyl-hydroxylamine), CCN=C=NCCCN(C)C (EDCI), C=1C=CC2=C(C1)N=NN2O (HOBT), CN1CCOCC1 (NMM). The solvent is C(Cl)Cl (CH2Cl2), CO (MeOH), C(Cl)Cl (CH2Cl2). Reaction conditions: time 2 hour. The product is ClC1=C(C=CC=C1)CC(=O)N(C)OC (2-(2-chlorophenyl)-N-methoxy-N-methylacetamide). Isolated yield 55.5%. As a reaction SMILES: [Cl:1][C:2]1[CH:7]=[CH:6][CH:5]=[CH:4][C:3]=1[CH2:8][C:9]([OH:11])=O.[CH3:12][O:13][NH:14][CH3:15].CCN=C=NCCCN(C)C.C1C=CC2N(O)N=NC=2C=1.CN1CCOCC1>C(Cl)Cl.CO>[Cl:1][C:2]1[CH:7]=[CH:6][CH:5]=[CH:4][C:3]=1[CH2:8][C:9]([N:14]([O:13][CH3:12])[CH3:15])=[O:11]. Reported procedure: A mixture of 2-(2-chlorophenyl)acetic acid (1.0 g, 5.9 mmol), O,N-dimethyl-hydroxylamine (0.631 g, 6.3 mmol), EDCI (1.2 g, 6.3 mmol), HOBT (0.874 g, 6.3 mmol), and NMM (2.6 mL, 23.6 mmol) in anhydrous CH2Cl2 (20 mL) was stirred at room temperature for two hours under nitrogen. The reaction mixture was diluted with a mixture of CH2Cl2 and MeOH (v/v=10:1, 100 mL). The organic layer was washed with aqueous HCl (0.5 mol/L, 30 mL×2), saturated NaHCO3 (30 mL×2) and brine (30 mL), dried over Na2SO4, fi... Starting materials: C1CCOC1, COC(=O)C(CCC(=O)OC(C)(C)C)NC(=O)c1cc(OCC(=O)N2CCCC2C(=O)NCC2CC2)n(-c2ccccc2)n1, [Li+], [OH-]. Product: CC(C)(C)OC(=O)CCC(NC(=O)c1cc(OCC(=O)N2CCCC2C(=O)NCC2CC2)n(-c2ccccc2)n1)C(=O)O. Reaction SMILES: [CH2:47]1[O:48][CH2:49][CH2:50][CH2:51]1.[CH3:1][O:2][C:3]([CH:4]([CH2:5][CH2:6][C:7](=[O:8])[O:9][C:10]([CH3:11])([CH3:12])[CH3:13])[NH:14][C:15](=[O:16])[c:17]1[n:18][n:19](-[c:38]2[cH:39][cH:40][cH:41][cH:42][cH:43]2)[c:20]([O:22][CH2:23][C:24](=[O:25])[N:26]2[CH:27]([C:31]([NH:32][CH2:33][CH:34]3[CH2:35][CH2:36]3)=[O:37])[CH2:28][CH2:29][CH2:30]2)[cH:21]1)=[O:44].[Li+:46].[OH-:45]>>[O:2]=[C:3]([CH:4]([CH2:5][CH2:6][C:7](=[O:8])[O:9][C:10]([CH3:11])([CH3:12])[CH3:13])[NH:14][C:15](=[O:16])[c:17]1[n:18][n:19](-[c:38]2[cH:39][cH:40][cH:41][cH:42][cH:43]2)[c:20]([O:22][CH2:23][C:24](=[O:25])[N:26]2[CH:27]([C:31]([NH:32][CH2:33][CH:34]3[CH2:35][CH2:36]3)=[O:37])[CH2:28][CH2:29][CH2:30]2)[cH:21]1)[OH:44]. The reactants are [Br-], C1CCOC1, CC[Mg+], C#CCCCCCCCCC, [Cl-], ClCC#CCCl, Cl[Cu], [NH4+]. Yields the product CCCCCCCCCC#CCC#CCCl. As a reaction SMILES: [Br-:1].[CH2:24]1[O:25][CH2:26][CH2:27][CH2:28]1.[CH2:2]([Mg+:3])[CH3:4].[CH:5]#[C:6][CH2:7][CH2:8][CH2:9][CH2:10][CH2:11][CH2:12][CH2:13][CH2:14][CH3:15].[Cl-:22].[Cl:16][CH2:17][C:18]#[C:19][CH2:20][Cl:21].[Cl:29][Cu:30].[NH4+:23]>>[C:5](#[C:6][CH2:7][CH2:8][CH2:9][CH2:10][CH2:11][CH2:12][CH2:13][CH2:14][CH3:15])[CH2:20][C:19]#[C:18][CH2:17][Cl:16]. Starting materials: CC=1C=C2CC(CN(C2=CC1)N=O)C=1C=NC(=CC1)C (6-methyl-3-(6-methylpyridin-3-yl)-1-nitroso-1,2,3,4-tetrahydroquinoline), [Cl-].[NH4+] (ammonium chloride), O (water), CC(=O)C (acetone). Reagents/catalysts: [Zn] (Zinc). Run at temperature 15 celsius, time 1 hour. The product is CC=1C=C2CC(CN(C2=CC1)N=C(C)C)C=1C=NC(=CC1)C (6-methyl-3-(6-methylpyridin-3-yl)-N-(propan-2-ylidene)-3,4-dihydroquinolin-1(2H)-amine). Isolated yield 91.0%. Reaction SMILES: [CH3:1][C:2]1[CH:3]=[C:4]2[C:9](=[CH:10][CH:11]=1)[N:8]([N:12]=O)[CH2:7][CH:6]([C:14]1[CH:15]=[N:16][C:17]([CH3:20])=[CH:18][CH:19]=1)[CH2:5]2.[Cl-].[NH4+].O.[CH3:24][C:25]([CH3:27])=O>[Zn]>[CH3:1][C:2]1[CH:3]=[C:4]2[C:9](=[CH:10][CH:11]=1)[N:8]([N:12]=[C:25]([CH3:27])[CH3:24])[CH2:7][CH:6]([C:14]1[CH:15]=[N:16][C:17]([CH3:20])=[CH:18][CH:19]=1)[CH2:5]2 |f:1.2|. Procedure details: To a stirred solution of 6-methyl-3-(6-methylpyridin-3-yl)-1-nitroso-1,2,3,4-tetrahydroquinoline (0.28 g, 0.00104 mol) in acetone (15 mL) was added saturated ammonium chloride solution (0.8 mL) and water (0.8 mL) at RT. The resulting brown colored reaction mixture was cooled to 15° C. Zinc dust (0.954 g, 0.0146 mol) was added portionwise at the same temperature. After the addition, the reaction mixture was stirred for 1 h at RT. After completion of reaction (monitored by TLC), solvent was remove...